Dataset: the Open Reaction Database (ORD), a public repository of structured organic reaction records. Task: describe an organic reaction: reactants, conditions, products, and yield The reactants are O(C1=CC=CC=C1)C=1C=C(C=O)C=CC1F (3-phenoxy-4-fluoro-benzaldehyde), C(C)(C)C(C(=O)Cl)C1=CC=C(C=C1)OC(F)(F)F (α-isopropyl-4-trifluoromethoxy-phenyl-acetic acid chloride), [C-]#N.[Na+] (sodium cyanide), O (water). Reagents/catalysts: [Br-].C(CCC)[N+](CCCC)(CCCC)CCCC (tetrabutylammonium bromide). The solvent is C1(=CC=CC=C1)C (toluene), CCCCCC (n-hexane). Yields the product O(C1=CC=CC=C1)C=1C=C(C(C#N)OC(C(C(C)C)C2=CC=C(C=C2)OC(F)(F)F)=O)C=CC1F (α-isopropyl-4-trifluoromethoxy-phenylacetic acid 3-phenoxy-4-fluoro-α-cyanobenzyl ester). Yield: 80.0%. As a reaction SMILES: [O:1]([C:8]1[CH:9]=[C:10]([CH:13]=[CH:14][C:15]=1[F:16])[CH:11]=[O:12])[C:2]1[CH:7]=[CH:6][CH:5]=[CH:4][CH:3]=1.[CH:17]([CH:20]([C:24]1[CH:29]=[CH:28][C:27]([O:30][C:31]([F:34])([F:33])[F:32])=[CH:26][CH:25]=1)[C:21](Cl)=[O:22])([CH3:19])[CH3:18].[C-:35]#[N:36].[Na+].O>[Br-].C([N+](CCCC)(CCCC)CCCC)CCC.C1(C)C=CC=CC=1.CCCCCC>[O:1]([C:8]1[CH:9]=[C:10]([CH:13]=[CH:14][C:15]=1[F:16])[CH:11]([O:12][C:21](=[O:22])[CH:20]([C:24]1[CH:29]=[CH:28][C:27]([O:30][C:31]([F:34])([F:33])[F:32])=[CH:26][CH:25]=1)[CH:17]([CH3:19])[CH3:18])[C:35]#[N:36])[C:2]1[CH:3]=[CH:4][CH:5]=[CH:6][CH:7]=1 |f:2.3,5.6|. Reported procedure: 8.64 g (0.04 mol) of 3-phenoxy-4-fluoro-benzaldehyde and 11.22 g (0.04 mol) of α-isopropyl-4-trifluoromethoxy-phenyl-acetic acid chloride were together added dropwise to a mixture of 3 g of sodium cyanide, 4.7 ml of water, 200 ml of n-hexane and 1 g of tetrabutylammonium bromide at 20°-25° C., while stirring, and the mixture was then stirred at 20°-25° C. for 4 hours. 300 ml of toluene were then added to the reaction mixture and the mixture was extracted by shaking twice with 300 ml of water eac... Starting materials: CN1N=C(C=C1NC=1N=CC2=CC=C(C=C2C1)C(=O)OC)C (methyl 3-(1,3-dimethyl-1H-pyrazol-5-ylamino)isoquinoline-6-carboxylate), [Li+].[OH-] (LiOH), Cl (HCl). The solvent is C1CCOC1 (THF), O (water), O (water). Yields the product CN1N=C(C=C1NC=1N=CC2=CC=C(C=C2C1)C(=O)O)C (3-(1,3-dimethyl-1H-pyrazol-5-ylamino)isoquinoline-6-carboxylic acid). Reaction SMILES: [CH3:1][N:2]1[C:6]([NH:7][C:8]2[N:9]=[CH:10][C:11]3[C:16]([CH:17]=2)=[CH:15][C:14]([C:18]([O:20]C)=[O:19])=[CH:13][CH:12]=3)=[CH:5][C:4]([CH3:22])=[N:3]1.[Li+].[OH-].Cl>C1COCC1.O>[CH3:1][N:2]1[C:6]([NH:7][C:8]2[N:9]=[CH:10][C:11]3[C:16]([CH:17]=2)=[CH:15][C:14]([C:18]([OH:20])=[O:19])=[CH:13][CH:12]=3)=[CH:5][C:4]([CH3:22])=[N:3]1 |f:1.2|. Reported procedure: A slurry of 84 (350 mg, 1.181 mmol) and LiOH (62.2 mg, 2.60 mmol) in THF (5.75 mL) and water (0.85 mL) was stirred at RT for 24 h. The THF was removed on a rotary evaporator. The reaction mixture was suspended in water (6 mL) and treated with 10M HCl in water (0.71 mL, 7.1 mmol). A yellow-brown colored precipitate formed and was collected by filtration to afford 3-(1,3-dimethyl-1H-pyrazol-5-ylamino)isoquinoline-6-carboxylic acid (86) which was used in the next step without further purification. Reactants: COC1=CC2=C(C(C3=C1SC=C3)=CC(=O)O)C=CC=C2 ([10-Methoxy-4H-benzo[4,5]cyclohepta[1,2-b]thiophen-4-ylidene]-acetic acid), [N+](=[N-])=C (diazomethane), N#N (N2). The solvent is C(C)OCC (ethyl ether). The product is COC(C=C1C2=C(C=C(C=3SC=CC31)OC)C=CC=C2)=O ([10-Methoxy-4H-benzo[4,5]cyclohepta[1,2-b]thiophen-4-ylidene]-acetic acid methyl ester). Reaction SMILES: [CH3:1][O:2][C:3]1[C:9]2[S:10][CH:11]=[CH:12][C:8]=2[C:7](=[CH:13][C:14]([OH:16])=[O:15])[C:6]2[CH:17]=[CH:18][CH:19]=[CH:20][C:5]=2[CH:4]=1.[N+](=[CH2:23])=[N-].N#N>C(OCC)C>[CH3:23][O:15][C:14](=[O:16])[CH:13]=[C:7]1[C:8]2[CH:12]=[CH:11][S:10][C:9]=2[C:3]([O:2][CH3:1])=[CH:4][C:5]2[CH:20]=[CH:19][CH:18]=[CH:17][C:6]1=2. Reported procedure: 2 g of the product of example 2 are suspended in 20 ml ethyl ether and a freshly prepared solution of diazomethane is added at 0° C. until N2 evolution ceases. The solvent is evaporated off at 10° C. and the residue re-crystallised from ethanol to yield the title compound as a (Z,E) isomer mixture: m.p.=124°-125° C. Starting materials: N1=C(C=CC=C1)CCCC1CCN(CC1)C[C@H]1CN(C[C@@H]1C1=CC=CC=C1)[C@@H](C(=O)OCC1=CC=C(C=C1)OC)C1CCCCC1 (2-(R)-(3-(S)-((4-(3-(2-Pyridyl)propyl)piperidin-1-yl)methyl)-4-(S)-phenylpyrrolidin-1-yl)-2-(cyclohexyl)acetic acid, (4-methoxy)benzyl ester), C(Cl)Cl.CO.[NH4+].[OH-] (CH2Cl2 MeOH NH4OH). Product: N1=C(C=CC=C1)CCCC1CCN(CC1)C[C@H]1CN(C[C@@H]1C1=CC=CC=C1)[C@@H](C(=O)O)C1CCCCC1 (2-(R)-(3-(S)-((4-(3-(2-Pyridyl)propyl)piperidin-1-yl)methyl)-4-(S)-phenylpyrrolidin-1-yl)-2-(cyclohexyl)acetic acid). The yield is 93.9%. Reaction SMILES: [N:1]1[CH:6]=[CH:5][CH:4]=[CH:3][C:2]=1[CH2:7][CH2:8][CH2:9][CH:10]1[CH2:15][CH2:14][N:13]([CH2:16][C@@H:17]2[C@@H:21]([C:22]3[CH:27]=[CH:26][CH:25]=[CH:24][CH:23]=3)[CH2:20][N:19]([C@H:28]([CH:41]3[CH2:46][CH2:45][CH2:44][CH2:43][CH2:42]3)[C:29]([O:31]CC3C=CC(OC)=CC=3)=[O:30])[CH2:18]2)[CH2:12][CH2:11]1.C(Cl)Cl.CO.[NH4+].[OH-]>>[N:1]1[CH:6]=[CH:5][CH:4]=[CH:3][C:2]=1[CH2:7][CH2:8][CH2:9][CH:10]1[CH2:11][CH2:12][N:13]([CH2:16][C@@H:17]2[C@@H:21]([C:22]3[CH:23]=[CH:24][CH:25]=[CH:26][CH:27]=3)[CH2:20][N:19]([C@H:28]([CH:41]3[CH2:46][CH2:45][CH2:44][CH2:43][CH2:42]3)[C:29]([OH:31])=[O:30])[CH2:18]2)[CH2:14][CH2:15]1 |f:1.2.3.4|. Procedure: The title compound was prepared from 58 mg (0.093 mmol) of 2-(R)-(3-(S)-((4-(3-(2-pyridyl)propyl)piperidin-1-yl)methyl)-4-(S)-phenylpyrrolidin-1-yl)-2-(cyclohexyl)acetic acid, (4-methoxy)benzyl ester (from EXAMPLE 72, Step C) using a procedure analogous to that described in EXAMPLE 10, Step F. Flash chromatography using 90:10:1 v/v/v CH2Cl2/MeOH/NH4OH as the eluant afforded 44 mg (94%) of the title compound: 1H NMR (500 MHz) δ 0.82-3.90 (35H), 7.07-7.58 (8H), 8.49 (d, J=4.8 Hz, 11H); ESI-MS 504 ... Starting materials: 14-bromo daunorubicin 13,13-diethoxy ketal, solution, C[C@H]1[C@H]([C@H](C[C@@H](O1)O[C@H]2C[C@@](CC=3C2=C(C4=C(C3O)C(=O)C5=CC=CC(=C5C4=O)OC)O)(C(=O)CO)O)N)O (doxorubicin), XXI, C[C@H]1[C@H]([C@H](C[C@@H](O1)O[C@H]2C[C@@](CC=3C2=C(C4=C(C3O)C(=O)C5=CC=CC(=C5C4=O)OC)O)(C(=O)C)O)N)O.Cl (daunorubicin hydrochloride), aqueous solution, C(C(=O)O)(=O)O (oxalic acid), C([O-])(O)=O.[Na+] (sodium bicarbonate). The solvent is O (water). Conditions: time 2 day. The product is C[C@H]1[C@H]([C@H](C[C@@H](O1)O[C@H]2C[C@@](CC=3C2=C(C4=C(C3O)C(=O)C5=CC=CC(=C5C4=O)OC)O)(C(=O)CO)O)N)O.Cl (doxorubicin hydrochloride). Isolated yield 80.3%. As a reaction SMILES: C[C@@H]1O[C@@H](O[C@@H]2C3=C(O)C4C(=O)C5C(=CC=CC=5OC)C(=O)C=4C(O)=C3C[C@@](O)(C(C)=O)C2)C[C@H](N)[C@@H]1O.[ClH:39].C(O)(=O)C(O)=O.C(=O)(O)[O-].[Na+].[CH3:51][C@@H:52]1[O:57][C@@H:56]([O:58][C@@H:59]2[C:64]3=[C:65]([OH:82])[C:66]4[C:78](=[O:79])[C:77]5[C:72](=[CH:73][CH:74]=[CH:75][C:76]=5[O:80][CH3:81])[C:70](=[O:71])[C:67]=4[C:68]([OH:69])=[C:63]3[CH2:62][C@@:61]([OH:87])([C:83]([CH2:85][OH:86])=[O:84])[CH2:60]2)[CH2:55][C@H:54]([NH2:88])[C@@H:53]1[OH:89]>O>[CH3:51][C@@H:52]1[O:57][C@@H:56]([O:58][C@@H:59]2[C:64]3=[C:65]([OH:82])[C:66]4[C:78](=[O:79])[C:77]5[C:72](=[CH:73][CH:74]=[CH:75][C:76]=5[O:80][CH3:81])[C:70](=[O:71])[C:67]=4[C:68]([OH:69])=[C:63]3[CH2:62][C@@:61]([OH:87])([C:83]([CH2:85][OH:86])=[O:84])[CH2:60]2)[CH2:55][C@H:54]([NH2:88])[C@@H:53]1[OH:89].[ClH:39] |f:0.1,3.4,7.8|. Reported procedure: 3 g of 14-bromo daunorubicin 13,13-diethoxy ketal, prepared as described in Example 2 from 2.5 g of daunorubicin hydrochloride and isolated by filtration after trituration with a small volume of water, was stirred overnight at 25°-30° C. in 150 ml of a 5% aqueous solution of oxalic acid, at which time hydrolysis of the ketal group was complete. The pH was adjusted to 3.5 using a 5% solution of sodium bicarbonate and then the reaction mixture was kept at 50° C. for 2 days, after which time quanti... The reactants are CC(C)(C)OC(=O)N1CCC(O)C(N=[N+]=[N-])CC1, CO. Yields the product CC(C)(C)OC(=O)N1CCC(N)C(O)CC1. RXN SMILES: [C:1]([CH3:2])([CH3:3])([CH3:4])[O:5][C:6](=[O:7])[N:8]1[CH2:9][CH2:10][CH:11]([N:16]=[N+:17]=[N-:18])[CH:12]([OH:15])[CH2:13][CH2:14]1.[CH3:19][OH:20]>>[C:1]([CH3:2])([CH3:3])([CH3:4])[O:5][C:6](=[O:7])[N:8]1[CH2:9][CH2:10][CH:11]([NH2:16])[CH:12]([OH:15])[CH2:13][CH2:14]1. Starting materials: F[B-](F)(F)F, CC(C)(C)OC(=O)NCC(O)c1ccc(C(=O)O)cn1, NCc1ccccc1, CCOC(C)=O, CCN(C(C)C)C(C)C, CN(C)C=O, CN(C)C(On1nnc2ccccc21)=[N+](C)C. Yields the product CC(C)(C)OC(=O)NCC(O)c1ccc(C(=O)NCc2ccccc2)cn1. Reaction SMILES: [B-:30]([F:31])([F:32])([F:33])[F:34].[C:1]([CH3:2])([CH3:3])([CH3:4])[O:5][C:6](=[O:7])[NH:8][CH2:9][CH:10]([OH:11])[c:12]1[n:13][cH:14][c:15]([C:16](=[O:17])[OH:18])[cH:19][cH:20]1.[CH2:52]([c:53]1[cH:54][cH:55][cH:56][cH:57][cH:58]1)[NH2:59].[CH3:60][CH2:61][O:62][C:63]([CH3:64])=[O:65].[CH:21]([N:22]([CH:23]([CH3:24])[CH3:25])[CH2:26][CH3:27])([CH3:28])[CH3:29].[O:66]=[CH:67][N:68]([CH3:69])[CH3:70].[n:35]1([O:36][C:37](=[N+:38]([CH3:39])[CH3:40])[N:41]([CH3:42])[CH3:43])[c:44]2[cH:45][cH:46][cH:47][cH:48][c:49]2[n:50][n:51]1>>[C:1]([CH3:2])([CH3:3])([CH3:4])[O:5][C:6](=[O:7])[NH:8][CH2:9][CH:10]([OH:11])[c:12]1[n:13][cH:14][c:15]([C:16](=[O:18])[NH:59][CH2:52][c:53]2[cH:54][cH:55][cH:56][cH:57][cH:58]2)[cH:19][cH:20]1.